This data is from the Open Reaction Database (ORD), a public repository of structured organic reaction records. The task is: describe an organic reaction: reactants, conditions, products, and yield Starting materials: [H-].[Na+] (NaH), C(CC(=O)OCC)(=O)OCC (diethyl malonate), C(C)(C)(C)OC(NC1=NC=CC(=C1)CBr)=O ((4-bromomethyl-pyridin-2-yl)-carbamic acid tert-butyl ester). Run in C1CCOC1 (THF), C1CCOC1 (THF). Run at time 15 minute. Product: C(C)OC(C(C(=O)OCC)CC1=CC(=NC=C1)NC(=O)OC(C)(C)C)=O (2-(2-tert-butoxycarbonylamino-pyridin4-ylmethyl)-malonic acid diethyl ester). Yield: 62.7%. As a reaction SMILES: [H-].[Na+].[C:3]([O:11][CH2:12][CH3:13])(=[O:10])[CH2:4][C:5]([O:7][CH2:8][CH3:9])=[O:6].[C:14]([O:18][C:19](=[O:29])[NH:20][C:21]1[CH:26]=[C:25]([CH2:27]Br)[CH:24]=[CH:23][N:22]=1)([CH3:17])([CH3:16])[CH3:15]>C1COCC1>[CH2:12]([O:11][C:3](=[O:10])[CH:4]([CH2:27][C:25]1[CH:24]=[CH:23][N:22]=[C:21]([NH:20][C:19]([O:18][C:14]([CH3:17])([CH3:16])[CH3:15])=[O:29])[CH:26]=1)[C:5]([O:7][CH2:8][CH3:9])=[O:6])[CH3:13] |f:0.1|. Reported procedure: To a solution of NaH (80%, 0.17 g, 4.00 mmol) in THF (5 mL) at 0° C. under argon was added diethyl malonate (0.64 g, 4.00 mmol). After the mixture was stirred for 15 min the mixture was added to a refluxed mixture of (4-bromomethyl-pyridin-2-yl)-carbamic acid tert-butyl ester (1.00 g, 3.48 mmol) in THF (10 mL), and the mixture was refluxed for 2 h. The mixture was concentrated under reduced pressure and the residue was partitioned between water and chloroform. The organic layer was washed with w... Starting materials: COc1cc(C=O)cc(OC)c1, CCOC(=O)CP(=O)(OCC)OCC, [H-], [Na+], C1CCOC1. The product is CCOC(=O)C=Cc1cc(OC)cc(OC)c1. RXN SMILES: [CH3:17][O:18][c:19]1[cH:20][c:21]([CH:22]=[O:23])[cH:24][c:25]([O:27][CH3:28])[cH:26]1.[CH3:3][CH2:4][O:5][C:6](=[O:7])[CH2:8][P:9]([O:10][CH2:11][CH3:12])([O:13][CH2:14][CH3:15])=[O:16].[H-:1].[Na+:2].[O:29]1[CH2:30][CH2:31][CH2:32][CH2:33]1>>[CH3:3][CH2:4][O:5][C:6](=[O:7])[CH:8]=[CH:22][c:21]1[cH:20][c:19]([O:18][CH3:17])[cH:26][c:25]([O:27][CH3:28])[cH:24]1.